This data is from the Open Reaction Database (ORD), a public repository of structured organic reaction records. The task is: describe an organic reaction: reactants, conditions, products, and yield The reactants are BrC1=CC(=C(C(=O)O)C=C1)F (4-bromo-2-fluoro-benzoic acid), C[C@H]1N(CCC1)C[C@H]1NCCC1 (2-(R)-Methyl-1-(2-(S)-pyrrolidinylmethyl)pyrrolidine). Yields the product BrC1=CC(=C(C=C1)C(=O)N1[C@@H](CCC1)CN1[C@@H](CCC1)C)F ((4-Bromo-2-fluoro-phenyl)-[2-(S)-(2-(R)-methyl-pyrrolidin-1-ylmethyl)-pyrrolidin-1-yl]-methanone). As a reaction SMILES: [Br:1][C:2]1[CH:10]=[CH:9][C:5]([C:6]([OH:8])=O)=[C:4]([F:11])[CH:3]=1.[CH3:12][C@@H:13]1[CH2:17][CH2:16][CH2:15][N:14]1[CH2:18][C@@H:19]1[CH2:23][CH2:22][CH2:21][NH:20]1>>[Br:1][C:2]1[CH:10]=[CH:9][C:5]([C:6]([N:20]2[CH2:21][CH2:22][CH2:23][C@H:19]2[CH2:18][N:14]2[CH2:15][CH2:16][CH2:17][C@H:13]2[CH3:12])=[O:8])=[C:4]([F:11])[CH:3]=1. Procedure details: The title compound is prepared in a manner substantially analogous to Procedure C (see example 32) from 4-bromo-2-fluoro-benzoic acid (CAS 112704-79-7) and 2-(R)-Methyl-1-(2-(S)-pyrrolidinylmethyl)pyrrolidine. MS (FIA) 369/371 (MH+). Reactants: solution, [OH-].[Na+] (NaOH), C(C)OC(COC1=C(C2=C(C(=NO2)C2=C(C=CC=C2)F)C=C1Cl)Cl)=O (ethyl{[5,7-dichloro-3-(2-fluorophenyl)-1,2-benzisoxazole-6-yl]oxy}acetate). The solvent is C(C)O.O (ethanol H2O). Yields the product ClC=1C(=C(C2=C(C(=NO2)C2=C(C=CC=C2)F)C1)Cl)OCC(=O)O ({[5,7-dichloro-3-(2-fluorophenyl)-1,2-benzisoxazole-6-yl]oxy}acetic acid). Reaction SMILES: C([O:3][C:4](=[O:25])[CH2:5][O:6][C:7]1[C:22]([Cl:23])=[CH:21][C:10]2[C:11]([C:14]3[CH:19]=[CH:18][CH:17]=[CH:16][C:15]=3[F:20])=[N:12][O:13][C:9]=2[C:8]=1[Cl:24])C.[OH-].[Na+]>C(O)C.O>[Cl:23][C:22]1[C:7]([O:6][CH2:5][C:4]([OH:25])=[O:3])=[C:8]([Cl:24])[C:9]2[O:13][N:12]=[C:11]([C:14]3[CH:19]=[CH:18][CH:17]=[CH:16][C:15]=3[F:20])[C:10]=2[CH:21]=1 |f:1.2,3.4|. Procedure: 14.0 g of ethyl{[5,7-dichloro-3-(2-fluorophenyl)-1,2-benzisoxazole-6-yl]oxy}acetate is heated in 75% ethanol/H2O (700 ml) with stirring until a solution results. 20 ml of a 50% solution of NaOH is added and a precipitate forms. With additional heating and stirring the precipitate goes into solution and is allowed to stir for 2.5 hours. The ethanol is then evaporated in vacuo and the residue is made acidic with 10% HCl. The precipitated solid is filtered and dried in vacuo to afford {[5,7-dichlor... Reactants: COCOC1=CC=C(C=C1)CCC1CCCC(CCC1)O (5-[2-(4-methoxymethoxyphenyl)ethyl]-1-cyclooctanol), [Cr](=O)(=O)([O-])O[Cr](=O)(=O)[O-].[NH+]1=CC=CC=C1.[NH+]1=CC=CC=C1 (pyridinium dichromate), [Cr](=O)(=O)([O-])O[Cr](=O)(=O)[O-].[NH+]1=CC=CC=C1.[NH+]1=CC=CC=C1 (pyridinium dichromate). The solvent is CCOCC (ether), ClCCl (dichloromethane). Reaction conditions: time 2 hour. Product: COCOC1=CC=C(C=C1)CCC1CCCC(CCC1)=O (5-[2-(4-Methoxymethoxyphenyl)ethyl]-1-cyclooctanone). Yield: 93.1%. RXN SMILES: [Cr](O[Cr]([O-])(=O)=O)([O-])(=O)=O.[NH+]1C=CC=CC=1.[NH+]1C=CC=CC=1.[CH3:22][O:23][CH2:24][O:25][C:26]1[CH:31]=[CH:30][C:29]([CH2:32][CH2:33][CH:34]2[CH2:41][CH2:40][CH2:39][CH:38]([OH:42])[CH2:37][CH2:36][CH2:35]2)=[CH:28][CH:27]=1>ClCCl.CCOCC>[CH3:22][O:23][CH2:24][O:25][C:26]1[CH:31]=[CH:30][C:29]([CH2:32][CH2:33][CH:34]2[CH2:41][CH2:40][CH2:39][C:38](=[O:42])[CH2:37][CH2:36][CH2:35]2)=[CH:28][CH:27]=1 |f:0.1.2|. Reported procedure: 1.65 g of pyridinium dichromate was dissolved in 30 ml of dichloromethane. To the solution was added 0.40 g of 5-[2-(4-methoxymethoxyphenyl)ethyl]-1-cyclooctanol prepared in Reference Example 2. The reaction solution was stirred at room temperature for two hours. To the reaction solution was added another 2.5 g of pyridinium dichromate. The reaction solution was stirred at room temperature overnight. The reaction solution was diluted with 50 ml of ether and purified on Florisil column eluted wit... The reactants are 1-hydroxy-1,2-benziodooxol-3(1H)-one-1-oxide, O (Water), [N+](=O)([O-])C1=CC=C(C=C1)S(=O)(=O)N1CCC(CC1)CO ([1-(4-Nitro-benzenesulfonyl)-piperidin-4-yl]-methanol). Yields the product [N+](=O)([O-])C1=CC=C(C=C1)S(=O)(=O)N1CCC(CC1)C=O (1-(4-Nitro-benzenesulfonyl)-piperidine-4-carbaldehyde). The yield is 92.8%. Run at time 20 minute. The solvent is CS(=O)C (DMSO), C1CCOC1 (THF). Procedure details: A mixture of 1-hydroxy-1,2-benziodooxol-3(1H)-one-1-oxide (IBX) (8.73 g, 3.12 mmol) in DMSO (30 mL) and THF (15 mL) was stirred at room temperature over a period of 20 minutes. In one portion [1-(4-Nitro-benzenesulfonyl)-piperidin-4-yl]-methanol (4.69 g, 15.6 mmol) was added and the solution heated to 50° C. Water was added to the reaction until a white precipitate formed. The reaction mixture was filtered and washed with ethyl acetate. The filtrate was partitioned with ethyl acetate and water. ... RXN SMILES: [N+:1]([C:4]1[CH:9]=[CH:8][C:7]([S:10]([N:13]2[CH2:18][CH2:17][CH:16]([CH2:19][OH:20])[CH2:15][CH2:14]2)(=[O:12])=[O:11])=[CH:6][CH:5]=1)([O-:3])=[O:2].O>CS(C)=O.C1COCC1>[N+:1]([C:4]1[CH:5]=[CH:6][C:7]([S:10]([N:13]2[CH2:18][CH2:17][CH:16]([CH:19]=[O:20])[CH2:15][CH2:14]2)(=[O:11])=[O:12])=[CH:8][CH:9]=1)([O-:3])=[O:2].